This data is from the Open Reaction Database (ORD), a public repository of structured organic reaction records. The task is: describe an organic reaction: reactants, conditions, products, and yield Reactants: C[Si](C)(C)[N-][Si](C)(C)C, CI, [Cl-], [Li+], [NH4+], O=C1CCC2(CC1)OCCO2, C1CCOC1. Product: CC1CC2(CCC1=O)OCCO2. As a reaction SMILES: [CH3:1][Si:2]([N-:3][Si:4]([CH3:5])([CH3:6])[CH3:7])([CH3:8])[CH3:9].[CH3:22][I:23].[Cl-:24].[Li+:10].[NH4+:25].[O:11]1[CH2:12][CH2:13][O:14][C:15]12[CH2:16][CH2:17][C:18](=[O:21])[CH2:19][CH2:20]2.[O:26]1[CH2:27][CH2:28][CH2:29][CH2:30]1>>[O:11]1[CH2:12][CH2:13][O:14][C:15]12[CH2:16][CH2:17][C:18](=[O:21])[CH:19]([CH3:22])[CH2:20]2.